This data is from the Open Reaction Database (ORD), a public repository of structured organic reaction records. The task is: describe an organic reaction: reactants, conditions, products, and yield The reactants are CC(C)(C)OC(=O)N1CCCC1COc1cc(F)cc(F)c1, C=O, O=CO, Cl. Product: CN1CCCC1COc1cc(F)cc(F)c1, Cl. Reaction SMILES: [C:1]([O:2][C:3]([CH3:4])([CH3:5])[CH3:6])(=[O:7])[N:8]1[CH:9]([CH2:13][O:14][c:15]2[cH:16][c:17]([F:22])[cH:18][c:19]([F:21])[cH:20]2)[CH2:10][CH2:11][CH2:12]1.[CH2:23]=[O:24].[CH:26]([OH:27])=[O:28].[ClH:25]>>[CH3:1][N:8]1[CH:9]([CH2:13][O:14][c:15]2[cH:16][c:17]([F:22])[cH:18][c:19]([F:21])[cH:20]2)[CH2:10][CH2:11][CH2:12]1.[ClH:25]. Reactants: BrC=1C(=C(C2=CC=CC=CC12)C(=O)OC)C1=CC=C(C=C1)SC (Methyl 3 -bromo-2-(4-methylthiophenyl)azulene-1-carboxylate), CS(=O)(=O)C1=CC=C(C=C1)C1=C(C2=CC=CC=CC2=C1)C1=CC=CC=C1 (2-(4-methylsulfonylphenyl)-1-phenylazulene), BrN1C(CCC1=O)=O (N-bromosuccinimide). The reagents and catalysts are N(=NC(C#N)(C)C)C(C#N)(C)C (α,α'-azobis(isobutyronitrile)). Solvent: C(Cl)(Cl)(Cl)Cl (CCl4). The product is CS(=O)(=O)C1=CC=C(C=C1)C1=C(C2=CC=CC=CC2=C1C1=CC=CC=C1)C(=O)OC (Methyl 2-(4-methylsulfonylphenyl)-3-phenylazulene- 1 -carboxylate). As a reaction SMILES: BrC1C(C2C=CC(SC)=CC=2)=C([C:12]([O:14][CH3:15])=[O:13])C2C=1C=CC=CC=2.[CH3:24][S:25]([C:28]1[CH:33]=[CH:32][C:31]([C:34]2[CH:43]=[C:42]3[C:36](=[CH:37][CH:38]=[CH:39][CH:40]=[CH:41]3)[C:35]=2[C:44]2[CH:49]=[CH:48][CH:47]=[CH:46][CH:45]=2)=[CH:30][CH:29]=1)(=[O:27])=[O:26].BrN1C(=O)CCC1=O>C(Cl)(Cl)(Cl)Cl.N(C(C)(C)C#N)=NC(C)(C)C#N>[CH3:24][S:25]([C:28]1[CH:29]=[CH:30][C:31]([C:34]2[C:35]([C:44]3[CH:49]=[CH:48][CH:47]=[CH:46][CH:45]=3)=[C:36]3[C:42](=[CH:41][CH:40]=[CH:39][CH:38]=[CH:37]3)[C:43]=2[C:12]([O:14][CH3:15])=[O:13])=[CH:32][CH:33]=1)(=[O:26])=[O:27]. Procedure: Methyl 3 -bromo-2-(4-methylthiophenyl)azulene-1-carboxylate: To a solution of 2-(4-methylsulfonylphenyl)-1-phenylazulene (2.00 g) in CCl4 (20.0 ml) was added N-bromosuccinimide (1.26 g) and α,α'-azobis(isobutyronitrile) (0.01 g), and the reaction mixture was heated under reflux for 1 hr. The mixture was filtered, and concentrated. The crude product was purified by SiO2 column chromatography (benzene/Et2O, 100:1) to give the title compound (2.40 g) as violet crystals; mp 98°-100° C. Reactants: C[Si](N[Si](C)(C)C)(C)C (hexamethyldisilazane), C(C1=CC=CC=C1)(=O)N (benzamide), OS(=O)(=O)O (H2SO4), N (ammonia), N (ammonia). Reagents/catalysts: S1(=O)(=O)NC(=O)C2=CC=CC=C12 (saccharin). Run in C1(=CC=CC=C1)C (toluene), O (water). Reaction conditions: time 15 minute. Product: C[Si](NC(C1=CC=CC=C1)=O)(C)C (N-trimethylsilylbenzamide). Yield: 134.2%. Reaction SMILES: [CH3:1][Si:2]([CH3:9])([CH3:8])[NH:3][Si](C)(C)C.[C:10](N)(=[O:17])[C:11]1[CH:16]=[CH:15][CH:14]=[CH:13][CH:12]=1.N.OS(O)(=O)=O>S1(C2C(=CC=CC=2)C(=O)N1)(=O)=O.O.C1(C)C=CC=CC=1>[CH3:1][Si:2]([CH3:9])([CH3:8])[NH:3][C:10](=[O:17])[C:11]1[CH:16]=[CH:15][CH:14]=[CH:13][CH:12]=1. Procedure: 6.4 ml of hexamethyldisilazane (31 mmoles) were added to a refluxing mixture of 15 ml of toluene, 40 mg of saccharin (0.22 mmole) and 5.0 g of benzamide (41.3 mmoles) and the ammonia liberated was led into water by a stream of nitrogen passed over the reaction mixture. Titration with 1 N H2SO4 revealed that the calculated amount of ammonia was evolved in 15 minutes and solvent and excess hexamethyldisilazane were evaporated in vacuo to obtain 8.04 g (101%) of N-trimethylsilylbenzamide melting at... Reactants: CN(c1ccccc1-c1ccc2cnc(OS(=O)(=O)C(F)(F)F)nn12)S(C)(=O)=O, Nc1ccc2nc(CO)[nH]c2c1. Product: CN(c1ccccc1-c1ccc2cnc(Nc3ccc4nc(CO)[nH]c4c3)nn12)S(C)(=O)=O. Reaction SMILES: [CH3:1][S:2](=[O:3])(=[O:4])[N:5]([c:6]1[c:7](-[c:12]2[cH:13][cH:14][c:15]3[cH:16][n:17][c:18]([O:21][S:22]([C:23]([F:24])([F:25])[F:26])(=[O:27])=[O:28])[n:19][n:20]23)[cH:8][cH:9][cH:10][cH:11]1)[CH3:29].[NH2:30][c:31]1[cH:32][cH:33][c:34]2[c:35]([nH:36][c:37]([CH2:39][OH:40])[n:38]2)[cH:41]1>>[CH3:1][S:2](=[O:3])(=[O:4])[N:5]([c:6]1[c:7](-[c:12]2[cH:13][cH:14][c:15]3[cH:16][n:17][c:18]([NH:30][c:31]4[cH:32][cH:33][c:34]5[c:35]([nH:36][c:37]([CH2:39][OH:40])[n:38]5)[cH:41]4)[n:19][n:20]23)[cH:8][cH:9][cH:10][cH:11]1)[CH3:29].